Dataset: the Open Reaction Database (ORD), a public repository of structured organic reaction records. Task: describe an organic reaction: reactants, conditions, products, and yield Procedure details: Following general procedure 36B: Used 1-(cyclopropylmethyl)-2-(4-ethoxybenzyl)-1H-benzimidazole-5-sulfonyl chloride (from 0.2 mmol of aniline precursor), 1-methylpiperazine (0.4 mmol) pyridine (0.5 mL) in CH2Cl2 (4 mL). The resulting mixture was stirred at room temperature overnight. Isolated the desired product as the HCl salt after column chromatography and treatment with 1 M HCl solution in diethyl ether (59 mg, 75%). 1H NMR (400 MHz, CD3OD): δ 8.02 (s, 1H), 7.71 (d, J=8.6 Hz, 1H), 7.64 (d, J... Product: C1(CC1)CN1C(=NC2=C1C=CC(=C2)S(=O)(=O)N2CCN(CC2)C)CC2=CC=C(C=C2)OCC (1-(Cyclopropylmethyl)-2-(4-ethoxybenzyl)-5-[(4-methyl-1-piperazinyl)sulfonyl]-1H-benzimidazole), Cl (HCl). RXN SMILES: [CH:1]1([CH2:4][N:5]2[C:9]3[CH:10]=[CH:11][C:12]([S:14]([Cl:17])(=[O:16])=[O:15])=[CH:13][C:8]=3[N:7]=[C:6]2[CH2:18][C:19]2[CH:24]=[CH:23][C:22]([O:25][CH2:26][CH3:27])=[CH:21][CH:20]=2)[CH2:3][CH2:2]1.[CH3:28][N:29]1[CH2:34][CH2:33][NH:32][CH2:31][CH2:30]1>C(Cl)Cl.C(OCC)C>[CH:1]1([CH2:4][N:5]2[C:9]3[CH:10]=[CH:11][C:12]([S:14]([N:32]4[CH2:33][CH2:34][N:29]([CH3:28])[CH2:30][CH2:31]4)(=[O:16])=[O:15])=[CH:13][C:8]=3[N:7]=[C:6]2[CH2:18][C:19]2[CH:24]=[CH:23][C:22]([O:25][CH2:26][CH3:27])=[CH:21][CH:20]=2)[CH2:3][CH2:2]1.[ClH:17]. Conditions: time 8 hour. Solvent: C(C)OCC (diethyl ether), C(Cl)Cl (CH2Cl2). The reactants are C1(CC1)CN1C(=NC2=C1C=CC(=C2)S(=O)(=O)Cl)CC2=CC=C(C=C2)OCC (1-(cyclopropylmethyl)-2-(4-ethoxybenzyl)-1H-benzimidazole-5-sulfonyl chloride), CN1CCNCC1 (1-methylpiperazine). Reactants: CCO, C=Cc1cncc(N2CC3CCN(C(=O)OC(C)(C)C)C3C2)c1, [H][H]. Product: CCc1cncc(N2CC3CCN(C(=O)OC(C)(C)C)C3C2)c1. As a reaction SMILES: [CH3:26][CH2:27][OH:28].[CH:1](=[CH2:2])[c:3]1[cH:4][c:5]([N:9]2[CH2:10][CH:11]3[N:12]([C:17](=[O:18])[O:19][C:20]([CH3:21])([CH3:22])[CH3:23])[CH2:13][CH2:14][CH:15]3[CH2:16]2)[cH:6][n:7][cH:8]1.[H:24][H:25]>>[CH2:1]([CH3:2])[c:3]1[cH:4][c:5]([N:9]2[CH2:10][CH:11]3[N:12]([C:17](=[O:18])[O:19][C:20]([CH3:21])([CH3:22])[CH3:23])[CH2:13][CH2:14][CH:15]3[CH2:16]2)[cH:6][n:7][cH:8]1. Reactants: CCN(C(C)C)C(C)C (DIPEA), ClC=1C(=C(C=CC1)O)F (3-chloro-2-fluorophenol), ClC(Cl)(OC(OC(Cl)(Cl)Cl)=O)Cl (triphosgene), C(C)(C)(C)OC(=O)N1[C@@H]2C[C@@H]2C[C@H]1CN ((1R,3S,5R)-3-aminomethyl-2-aza-bicyclo[3.1.0]hexane-2-carboxylic acid tert-butyl ester), CCN(C(C)C)C(C)C (DIPEA). Run in C(Cl)Cl (CH2Cl2), C(Cl)Cl (CH2Cl2), C(Cl)Cl (CH2Cl2). Reaction conditions: time 1 hour. Product: C(C)(C)(C)OC(=O)N1[C@@H]2C[C@@H]2C[C@H]1CNC(=O)OC1=C(C(=CC=C1)Cl)F ((1R,3S,5R)-3-[(3-Chloro-2-fluoro-phenoxycarbonylamino)-methyl]-2-aza-bicyclo[3.1.0]-hexane-2-carboxylic acid tert-butyl ester). Reaction SMILES: [Cl:1][C:2]1[C:3]([F:9])=[C:4]([OH:8])[CH:5]=[CH:6][CH:7]=1.Cl[C:11](Cl)([O:13]C(=O)OC(Cl)(Cl)Cl)Cl.CCN(C(C)C)C(C)C.[C:31]([O:35][C:36]([N:38]1[C@H:43]([CH2:44][NH2:45])[CH2:42][C@@H:41]2[C@H:39]1[CH2:40]2)=[O:37])([CH3:34])([CH3:33])[CH3:32]>C(Cl)Cl>[C:31]([O:35][C:36]([N:38]1[C@H:43]([CH2:44][NH:45][C:11]([O:8][C:4]2[CH:5]=[CH:6][CH:7]=[C:2]([Cl:1])[C:3]=2[F:9])=[O:13])[CH2:42][C@@H:41]2[C@H:39]1[CH2:40]2)=[O:37])([CH3:34])([CH3:33])[CH3:32]. Reported procedure: To a solution of 3-chloro-2-fluorophenol (180 mg, 1.20 mmol) in dry CH2Cl2 (10 mL), cooled to at 0° C., was added triphosgene (120 mg, 0.4 mmol) followed by dropwise addition of a solution of DIPEA (210 μL, 1.20 mmol) in CH2Cl2 (5 mL). The mixture was allowed to warm to RT and stirring was continued for 1 h. The reaction mixture was then added dropwise to a solution of (1R,3S,5R)-3-aminomethyl-2-aza-bicyclo[3.1.0]hexane-2-carboxylic acid tert-butyl ester (170 mg, 0.80 mmol) (prepared as describe... Starting materials: CC(C)(C)[Si](C)(C)OCCC(=O)C1CSCN1C(=O)C1CCCN1C(=O)OCc1ccccc1, [Cl-], [NH4+]. Yields the product O=C(CCO)C1CSCN1C(=O)C1CCCN1C(=O)OCc1ccccc1. As a reaction SMILES: [C:1]([Si:2]([CH3:3])([CH3:4])[O:6][CH2:7][CH2:8][C:9](=[O:10])[CH:11]1[N:12]([C:16](=[O:17])[CH:18]2[N:19]([C:23](=[O:24])[O:25][CH2:26][c:27]3[cH:28][cH:29][cH:30][cH:31][cH:32]3)[CH2:20][CH2:21][CH2:22]2)[CH2:13][S:14][CH2:15]1)([CH3:5])([CH3:33])[CH3:34].[Cl-:35].[NH4+:36]>>[OH:6][CH2:7][CH2:8][C:9](=[O:10])[CH:11]1[N:12]([C:16](=[O:17])[CH:18]2[N:19]([C:23](=[O:24])[O:25][CH2:26][c:27]3[cH:28][cH:29][cH:30][cH:31][cH:32]3)[CH2:20][CH2:21][CH2:22]2)[CH2:13][S:14][CH2:15]1. Starting materials: CCCc1cc([Sn](C)(C)C)nc(C#N)n1, CN(C)C=O, CCCCC, FC(F)(F)c1cc(Br)cc(C(F)(F)F)c1. Yields the product CCCc1cc(-c2cc(C(F)(F)F)cc(C(F)(F)F)c2)nc(C#N)n1. As a reaction SMILES: [CH2:1]([CH2:2][CH3:3])[c:4]1[n:5][c:6]([C:14]#[N:15])[n:7][c:8]([Sn:10]([CH3:11])([CH3:12])[CH3:13])[cH:9]1.[CH3:31][N:32]([CH3:33])[CH:34]=[O:35].[CH3:36][CH2:37][CH2:38][CH2:39][CH3:40].[F:16][C:17]([c:18]1[cH:19][c:20]([Br:28])[cH:21][c:22]([C:24]([F:25])([F:26])[F:27])[cH:23]1)([F:29])[F:30]>>[CH2:1]([CH2:2][CH3:3])[c:4]1[n:5][c:6]([C:14]#[N:15])[n:7][c:8](-[c:20]2[cH:19][c:18]([C:17]([F:16])([F:29])[F:30])[cH:23][c:22]([C:24]([F:25])([F:26])[F:27])[cH:21]2)[cH:9]1.